Dataset: the Open Reaction Database (ORD), a public repository of structured organic reaction records. Task: describe an organic reaction: reactants, conditions, products, and yield Reactants: Cc1cccc(Cl)n1, ClCCl, O=C(OO)c1cccc(Cl)c1. Product: Cc1cccc(Cl)[n+]1[O-]. RXN SMILES: [Cl:1][c:2]1[n:3][c:4]([CH3:8])[cH:5][cH:6][cH:7]1.[Cl:20][CH2:21][Cl:22].[Cl:9][c:10]1[cH:11][cH:12][cH:13][c:14]([C:15]([O:16][OH:18])=[O:17])[cH:19]1>>[Cl:1][c:2]1[n+:3]([O-:17])[c:4]([CH3:8])[cH:5][cH:6][cH:7]1. The reactants are C(CCC)[Li] (n-butyllithium), Example 16, ClC(=O)OC (methyl chloroformate), CCCCCC.CCOC(=O)C (hexane EtOAc), C#C (acetylene). The solvent is hexanes, C1CCOC1 (THF). Run at temperature -78 celsius, time 1 hour. Product: C\C(=C/CCC#CC(=O)OC)\CCC=C(C)C ((E)-7,11-Dimethyl-6,10-dodecadien-2-ynoic acid, methyl ester). The yield is 87.0%. Reaction SMILES: [CH:1]#[CH:2].[CH2:3]([Li])[CH2:4][CH2:5][CH3:6].Cl[C:9](OC)=O.C[CH2:14][CH2:15][CH2:16][CH2:17][CH3:18].C[CH2:20][O:21][C:22]([CH3:24])=[O:23]>C1COCC1>[CH3:1]/[C:2](/[CH2:18][CH2:17][CH:16]=[C:15]([CH3:14])[CH3:9])=[CH:6]\[CH2:5][CH2:4][C:3]#[C:24][C:22]([O:21][CH3:20])=[O:23] |f:3.4|. Procedure: A solution of 1.15 g (6.54 mmol) of Example 16, Part A acetylene in 15 mL of THF at -78° C. under argon was treated with 4.5 mL (7.19 mmol) of 1.6M n-butyllithium in hexanes over 10 minutes to give a purple solution. The reaction was allowed to stir at -78° C. for 1 hour when 1 mL (13.1 mmol) of methyl chloroformate was added to give a yellow solution. The reaction was allowed to stir at -78° C. for 1 hour when it was quenched with saturated NH4Cl and diluted with diethyl ether. The ether extrac...